Task: describe an organic reaction: reactants, conditions, products, and yield. Dataset: the Open Reaction Database (ORD), a public repository of structured organic reaction records RXN SMILES: [C:28]([O:29][CH2:30][CH3:31])(=[O:32])[CH3:33].[CH3:34][C:35]([CH3:36])=[O:37].[Cl:1][c:2]1[c:3](-[c:15]2[cH:16][cH:17][cH:18][cH:19][cH:20]2)[cH:4][cH:5][c:6]([C:8]([CH2:9][CH2:10][C:11](=[O:12])[OH:13])=[O:14])[cH:7]1.[NH2:21][CH:22]1[CH2:23][CH2:24][CH2:25][CH2:26][CH2:27]1>>[Cl:1][c:2]1[c:3](-[c:15]2[cH:16][cH:17][cH:18][cH:19][cH:20]2)[cH:4][cH:5][c:6]([CH:8]([CH2:9][CH2:10][C:11](=[O:12])[OH:13])[OH:14])[cH:7]1. Yields the product O=C(O)CCC(O)c1ccc(-c2ccccc2)c(Cl)c1. Starting materials: CCOC(C)=O, CC(C)=O, O=C(O)CCC(=O)c1ccc(-c2ccccc2)c(Cl)c1, NC1CCCCC1. The reactants are BrC=1C=CC2=C(N=C(S2)NCCF)C1 (5-Bromo-N-(2-fluoroethyl)benzo[d]thiazol-2-amine), CN(C(OC(C)(C)C)=O)C1=CC=C(C=C1)B1OC(C(O1)(C)C)(C)C (tert-butyl methyl(4-(4,4,5,5-tetramethyl-1,3,2-dioxaborolan-2-yl)phenyl)carbamate), C(=O)([O-])[O-].[Na+].[Na+] (Na2CO3). Reagents/catalysts: C=1C=CC(=CC1)[P](C=2C=CC=CC2)(C=3C=CC=CC3)[Pd]([P](C=4C=CC=CC4)(C=5C=CC=CC5)C=6C=CC=CC6)([P](C=7C=CC=CC7)(C=8C=CC=CC8)C=9C=CC=CC9)[P](C=1C=CC=CC1)(C=1C=CC=CC1)C=1C=CC=CC1 (tetrakis(triphenylphosphine)palladium). Solvent: CCOC(=O)C (EtOAc), O1CCOCC1 (dioxane). Reaction conditions: temperature 95 celsius. Product: C1(=CC=CC=C1)OC(NC)=O (phenyl(methyl)carbamate). Isolated yield 198.5%. As a reaction SMILES: Br[C:2]1[CH:3]=[CH:4][C:5]2SC(NCCF)=N[C:6]=2[CH:14]=1.[CH3:15][N:16](C1C=CC(B2OC(C)(C)C(C)(C)O2)=CC=1)[C:17](=[O:23])[O:18]C(C)(C)C.C([O-])([O-])=O.[Na+].[Na+]>O1CCOCC1.CCOC(C)=O.C1C=CC([P]([Pd]([P](C2C=CC=CC=2)(C2C=CC=CC=2)C2C=CC=CC=2)([P](C2C=CC=CC=2)(C2C=CC=CC=2)C2C=CC=CC=2)[P](C2C=CC=CC=2)(C2C=CC=CC=2)C2C=CC=CC=2)(C2C=CC=CC=2)C2C=CC=CC=2)=CC=1>[C:6]1([O:23][C:17](=[O:18])[NH:16][CH3:15])[CH:5]=[CH:4][CH:3]=[CH:2][CH:14]=1 |f:2.3.4,^1:60,62,81,100|. Reported procedure: A mixture of 5-Bromo-N-(2-fluoroethyl)benzo[d]thiazol-2-amine (60 mg, 0.2 mmol), tert-butyl methyl(4-(4,4,5,5-tetramethyl-1,3,2-dioxaborolan-2-yl)phenyl)carbamate (68 mg, 0.2 mmol), and tetrakis(triphenylphosphine)palladium (11 mg, 0.01 mmol) in 2 mL dioxane and 0.5 mL of a 1 M Na2CO3 aqueous solution was heated at 95° C. in a microwave reactor for 10 min. After cooling to rt, it was diluted with EtOAc (30 mL) and washed with brine (30 mL), dried over MgSO4 and concentrated. The crude product wa... Starting materials: ClC(Cl)(Cl)Cl, Cc1ccc2nc(Cc3ccccc3)sc2c1, ClC(Cl)Cl, CC(C)(C#N)N=NC(C)(C)C#N, O=C1CCC(=O)N1Br. Product: BrCc1ccc2nc(Cc3ccccc3)sc2c1. As a reaction SMILES: [C:38]([Cl:39])([Cl:40])([Cl:41])[Cl:42].[CH2:1]([c:2]1[cH:3][cH:4][cH:5][cH:6][cH:7]1)[c:8]1[s:9][c:10]2[c:11]([n:12]1)[cH:13][cH:14][c:15]([CH3:17])[cH:16]2.[CH:43]([Cl:44])([Cl:45])[Cl:46].[N:26]#[C:27][C:28]([N:29]=[N:30][C:31]([C:32]#[N:33])([CH3:34])[CH3:35])([CH3:36])[CH3:37].[O:18]=[C:19]1[N:20]([Br:25])[C:21](=[O:22])[CH2:23][CH2:24]1>>[CH2:1]([c:2]1[cH:3][cH:4][cH:5][cH:6][cH:7]1)[c:8]1[s:9][c:10]2[c:11]([n:12]1)[cH:13][cH:14][c:15]([CH2:17][Br:25])[cH:16]2. Starting materials: FC1=CC=C(C=C1)NC1=NC(=CC(=N1)CO)C ({2-[(4-Fluorophenyl)amino]-6-methylpyrimidin-4-yl}methanol), S(=O)(Cl)Cl (thionyl chloride). The solvent is ClCCl (dichloromethane). Run at time 24 hour. Product: ClCC1=NC(=NC(=C1)C)NC1=CC=C(C=C1)F (4-(Chloromethyl)-N-(4-fluorophenyl)-6-methylpyrimidine-2-amine). Reaction SMILES: [F:1][C:2]1[CH:7]=[CH:6][C:5]([NH:8][C:9]2[N:14]=[C:13]([CH2:15]O)[CH:12]=[C:11]([CH3:17])[N:10]=2)=[CH:4][CH:3]=1.S(Cl)([Cl:20])=O>ClCCl>[Cl:20][CH2:15][C:13]1[CH:12]=[C:11]([CH3:17])[N:10]=[C:9]([NH:8][C:5]2[CH:6]=[CH:7][C:2]([F:1])=[CH:3][CH:4]=2)[N:14]=1. Reported procedure: At 0° C., 225 mg (0.96 mmol) of the compound from example 6A and 137 mg (1.16 mmol) of thionyl chloride are initially charged in 10 ml of dichloromethane and, after warming to RT, stirred at this temperature for 24 h. The solvent is removed on a rotary evaporator and the product that remains is directly reacted further. Reactants: ClCCCc1cncn1Cc1ccc(Br)cc1, [Li]CCCC, CN(C)CCN(C)C, CC(C)[N-]C(C)C, CC(C)NC(C)C, [Li+], C1CCOC1. Product: Brc1ccc(C2CCCc3cncn32)cc1. RXN SMILES: [Br:29][c:30]1[cH:31][cH:32][c:33]([CH2:34][n:35]2[cH:36][n:37][cH:38][c:39]2[CH2:40][CH2:41][CH2:42][Cl:43])[cH:44][cH:45]1.[CH2:16]([Li:17])[CH2:18][CH2:19][CH3:20].[CH3:21][N:22]([CH3:23])[CH2:24][CH2:25][N:26]([CH3:27])[CH3:28].[CH:1]([N-:2][CH:3]([CH3:4])[CH3:5])([CH3:6])[CH3:7].[CH:9]([NH:10][CH:11]([CH3:12])[CH3:13])([CH3:14])[CH3:15].[Li+:8].[O:46]1[CH2:47][CH2:48][CH2:49][CH2:50]1>>[Br:29][c:30]1[cH:31][cH:32][c:33]([CH:34]2[n:35]3[cH:36][n:37][cH:38][c:39]3[CH2:40][CH2:41][CH2:42]2)[cH:44][cH:45]1. Reactants: CCOC(=O)CBr, CC(C)(C)OC(=O)N1CCC(Oc2ccc(C(=O)Cc3ccccn3)cc2)CC1, CS(C)=O, Cc1ccccc1, [H-], [Na+]. The product is CCOC(=O)CC(C(=O)c1ccc(OC2CCN(C(=O)OC(C)(C)C)CC2)cc1)c1ccccn1. As a reaction SMILES: [Br:32][CH2:33][C:34](=[O:35])[O:36][CH2:37][CH3:38].[C:3]([CH3:4])([CH3:5])([CH3:6])[O:7][C:8](=[O:9])[N:10]1[CH2:11][CH2:12][CH:13]([O:16][c:17]2[cH:18][cH:19][c:20]([C:23]([CH2:24][c:25]3[n:26][cH:27][cH:28][cH:29][cH:30]3)=[O:31])[cH:21][cH:22]2)[CH2:14][CH2:15]1.[CH3:39][S:40]([CH3:41])=[O:42].[CH3:43][c:44]1[cH:45][cH:46][cH:47][cH:48][cH:49]1.[H-:1].[Na+:2]>>[C:3]([CH3:4])([CH3:5])([CH3:6])[O:7][C:8](=[O:9])[N:10]1[CH2:11][CH2:12][CH:13]([O:16][c:17]2[cH:18][cH:19][c:20]([C:23]([CH:24]([c:25]3[n:26][cH:27][cH:28][cH:29][cH:30]3)[CH2:33][C:34](=[O:35])[O:36][CH2:37][CH3:38])=[O:31])[cH:21][cH:22]2)[CH2:14][CH2:15]1. Reactants: CCN=C=NCCCN(C)C, COc1cc2c(cc1OC)C(=O)CSC(C(=O)O)C2, CN(C)C=O, ClCCl, Cl, CCOP(=O)(Cc1ccc(N)cc1)OCC, O, On1nnc2ccccc21. Yields the product CCOP(=O)(Cc1ccc(NC(=O)C2Cc3cc(OC)c(OC)cc3C(=O)CS2)cc1)OCC. As a reaction SMILES: [CH2:2]([N:3]=[C:4]=[N:5][CH2:6][CH2:7][CH2:8][N:9]([CH3:10])[CH3:11])[CH3:12].[CH3:13][O:14][c:15]1[cH:16][c:17]2[c:18]([cH:28][c:29]1[O:30][CH3:31])[CH2:19][CH:20]([C:25](=[O:26])[OH:27])[S:21][CH2:22][C:23]2=[O:24].[CH3:61][N:62]([CH3:63])[CH:64]=[O:65].[Cl:58][CH2:59][Cl:60].[ClH:1].[NH2:32][c:33]1[cH:34][cH:35][c:36]([CH2:37][P:38]([O:39][CH2:40][CH3:41])([O:42][CH2:43][CH3:44])=[O:45])[cH:46][cH:47]1.[OH2:66].[OH:48][n:49]1[c:50]2[cH:51][cH:52][cH:53][cH:54][c:55]2[n:56][n:57]1>>[CH3:13][O:14][c:15]1[cH:16][c:17]2[c:18]([cH:28][c:29]1[O:30][CH3:31])[CH2:19][CH:20]([C:25](=[O:27])[NH:32][c:33]1[cH:34][cH:35][c:36]([CH2:37][P:38]([O:39][CH2:40][CH3:41])([O:42][CH2:43][CH3:44])=[O:45])[cH:46][cH:47]1)[S:21][CH2:22][C:23]2=[O:24]. Reactants: [N+](=O)([O-])C1=CC=C(CCl)C=C1 (p-nitrobenzyl chloride), Cl.Cl.FC=1C=C(C=C(C1)F)N1CCNCC1 (4-(3,5-difluorophenyl)piperazine dihydrochloride). Run in C(C)N(CC)CC (triethylamine). Product: FC=1C=C(C=C(C1)F)N1CCN(CC1)CC1=CC=C(C=C1)[N+](=O)[O-] (1-(3,5 -difluorophenyl)-4-(p-nitrobenzyl)piperazine). Reaction SMILES: [N+:1]([C:4]1[CH:11]=[CH:10][C:7]([CH2:8]Cl)=[CH:6][CH:5]=1)([O-:3])=[O:2].Cl.Cl.[F:14][C:15]1[CH:16]=[C:17]([N:22]2[CH2:27][CH2:26][NH:25][CH2:24][CH2:23]2)[CH:18]=[C:19]([F:21])[CH:20]=1>C(N(CC)CC)C>[F:21][C:19]1[CH:18]=[C:17]([N:22]2[CH2:27][CH2:26][N:25]([CH2:8][C:7]3[CH:10]=[CH:11][C:4]([N+:1]([O-:3])=[O:2])=[CH:5][CH:6]=3)[CH2:24][CH2:23]2)[CH:16]=[C:15]([F:14])[CH:20]=1 |f:1.2.3|. Procedure: In the manner given in Example 1A, p-nitrobenzyl chloride is reacted with 4-(3,5-difluorophenyl)piperazine dihydrochloride in the presence of triethylamine to give 1-(3,5 -difluorophenyl)-4-(p-nitrobenzyl)piperazine Reactants: C1CCOC1, C[Si](C)(C)[N-][Si](C)(C)C, COc1ccc(CN(Cc2ccc(OC)cc2)c2nc(C)nc(-c3ccc(-c4cccnc4)nc3F)n2)cc1, [Li+], COc1ccc(N)cn1. The product is COc1ccc(CN(Cc2ccc(OC)cc2)c2nc(C)nc(-c3ccc(-c4cccnc4)nc3Nc3ccc(OC)nc3)n2)cc1. Reaction SMILES: [CH2:59]1[O:60][CH2:61][CH2:62][CH2:63]1.[CH3:50][Si:51]([N-:52][Si:53]([CH3:54])([CH3:55])[CH3:56])([CH3:57])[CH3:58].[F:1][c:2]1[c:3](-[c:14]2[n:15][c:16]([N:21]([CH2:22][c:23]3[cH:24][cH:25][c:26]([O:29][CH3:30])[cH:27][cH:28]3)[CH2:31][c:32]3[cH:33][cH:34][c:35]([O:38][CH3:39])[cH:36][cH:37]3)[n:17][c:18]([CH3:20])[n:19]2)[cH:4][cH:5][c:6](-[c:8]2[cH:9][n:10][cH:11][cH:12][cH:13]2)[n:7]1.[Li+:49].[NH2:40][c:41]1[cH:42][cH:43][c:44]([O:47][CH3:48])[n:45][cH:46]1>>[c:2]1([NH:40][c:41]2[cH:42][cH:43][c:44]([O:47][CH3:48])[n:45][cH:46]2)[c:3](-[c:14]2[n:15][c:16]([N:21]([CH2:22][c:23]3[cH:24][cH:25][c:26]([O:29][CH3:30])[cH:27][cH:28]3)[CH2:31][c:32]3[cH:33][cH:34][c:35]([O:38][CH3:39])[cH:36][cH:37]3)[n:17][c:18]([CH3:20])[n:19]2)[cH:4][cH:5][c:6](-[c:8]2[cH:9][n:10][cH:11][cH:12][cH:13]2)[n:7]1.